Task: describe an organic reaction: reactants, conditions, products, and yield. Dataset: the Open Reaction Database (ORD), a public repository of structured organic reaction records Starting materials: CO, NCCOc1sccc1CN1CCCCC1, COc1c(N)c(=O)c1=O. The product is Nc1c(NCCOc2sccc2CN2CCCCC2)c(=O)c1=O. RXN SMILES: [CH3:26][OH:27].[N:1]1([CH2:7][c:8]2[c:9]([O:13][CH2:14][CH2:15][NH2:16])[s:10][cH:11][cH:12]2)[CH2:2][CH2:3][CH2:4][CH2:5][CH2:6]1.[NH2:17][c:18]1[c:19]([O:24][CH3:25])[c:20](=[O:23])[c:21]1=[O:22]>>[N:1]1([CH2:7][c:8]2[c:9]([O:13][CH2:14][CH2:15][NH:16][c:19]3[c:18]([NH2:17])[c:21](=[O:22])[c:20]3=[O:23])[s:10][cH:11][cH:12]2)[CH2:2][CH2:3][CH2:4][CH2:5][CH2:6]1.